This data is from the Open Reaction Database (ORD), a public repository of structured organic reaction records. The task is: describe an organic reaction: reactants, conditions, products, and yield The reactants are CC(C)(C)[Si](C)(C)OC(CNC(=O)OCc1ccccc1)CC1NC(=O)C(NC(=O)OCc2ccccc2)Cc2cc(ccc2OCc2ccccc2)-c2ccc(Cl)c(c2)CC(C(=O)OCc2ccccc2)NC1=O, C1CCOC1, CO, [Li+], [OH-], O. The product is CC(C)(C)[Si](C)(C)OC(CNC(=O)OCc1ccccc1)CC1NC(=O)C(NC(=O)OCc2ccccc2)Cc2cc(ccc2OCc2ccccc2)-c2ccc(Cl)c(c2)CC(C(=O)O)NC1=O. As a reaction SMILES: [CH2:1]([c:2]1[cH:3][cH:4][cH:5][cH:6][cH:7]1)[O:8][c:9]1[c:10]2[cH:28][c:25]([cH:26][cH:27]1)-[c:24]1[cH:23][cH:22][c:21]([Cl:30])[c:20]([cH:29]1)[CH2:19][CH:18]([C:31](=[O:32])[O:33][CH2:34][c:35]1[cH:36][cH:37][cH:38][cH:39][cH:40]1)[NH:17][C:16](=[O:41])[CH:15]([CH2:42][CH:43]([CH2:44][NH:45][C:46](=[O:47])[O:48][CH2:49][c:50]1[cH:51][cH:52][cH:53][cH:54][cH:55]1)[O:56][Si:57]([CH3:58])([CH3:59])[C:60]([CH3:61])([CH3:62])[CH3:63])[NH:14][C:13](=[O:64])[CH:12]([NH:65][C:66](=[O:67])[O:68][CH2:69][c:70]1[cH:71][cH:72][cH:73][cH:74][cH:75]1)[CH2:11]2.[CH2:81]1[O:82][CH2:83][CH2:84][CH2:85]1.[CH3:77][OH:78].[Li+:79].[OH-:80].[OH2:76]>>[CH2:1]([c:2]1[cH:3][cH:4][cH:5][cH:6][cH:7]1)[O:8][c:9]1[c:10]2[cH:28][c:25]([cH:26][cH:27]1)-[c:24]1[cH:23][cH:22][c:21]([Cl:30])[c:20]([cH:29]1)[CH2:19][CH:18]([C:31](=[O:32])[OH:33])[NH:17][C:16](=[O:41])[CH:15]([CH2:42][CH:43]([CH2:44][NH:45][C:46](=[O:47])[O:48][CH2:49][c:50]1[cH:51][cH:52][cH:53][cH:54][cH:55]1)[O:56][Si:57]([CH3:58])([CH3:59])[C:60]([CH3:61])([CH3:62])[CH3:63])[NH:14][C:13](=[O:64])[CH:12]([NH:65][C:66](=[O:67])[O:68][CH2:69][c:70]1[cH:71][cH:72][cH:73][cH:74][cH:75]1)[CH2:11]2. The reactants are [F-].[Cs+] (caesium fluoride), [Si](C)(C)(C(C)(C)C)O[C@@H]1C=2C(=C(C(=NC2CC(C1)(C)C)C(C)C)CO)I ((S)-5-(tert-butyldimethylsilyloxy)-4-iodo-2-isopropyl-7,7-dimethyl-5,6,7,8-tetrahydroquinolin-3-ylmethanol), C([O-])([O-])=O.[Cs+].[Cs+] (caesium carbonate), O1CCC(=CC1)B1OC(C(O1)(C)C)(C)C (2-(3,6-dihydro-2H-pyran-4-yl)-4,4,5,5-tetramethyl-1,3,2-dioxaborolane), solution. The solvent is O1CCCC1.C1(=CC=CC=C1)C (tetrahydrofurane toluene), O (water). Yields the product C(C)(C)(C)OC1=CC=C(C=C1)[C@@H](O)C=1C(=NC=2CC(C[C@@H](C2C1C=1CCOCC1)O[Si](C)(C)C(C)(C)C)(C)C)C(C)C ((R)-(4-tert-butoxyphenyl)((S)-5-(tert-butyldimethylsilyloxy)-4-(3,6-dihydro-2H-pyran-4-yl)-2-isopropyl-7,7-dimethyl-5,6,7,8-tetrahydroquinolin-3-yl)methanol). Reaction SMILES: [Si:1]([O:8][C@H:9]1[CH2:18][C:17]([CH3:20])([CH3:19])[CH2:16][C:15]2[N:14]=[C:13]([CH:21]([CH3:23])[CH3:22])[C:12]([CH2:24][OH:25])=[C:11](I)[C:10]1=2)([C:4]([CH3:7])([CH3:6])[CH3:5])([CH3:3])[CH3:2].[O:27]1[CH2:32][CH:31]=[C:30](B2OC(C)(C)C(C)(C)O2)[CH2:29][CH2:28]1.[C:42](=[O:45])([O-])[O-].[Cs+].[Cs+].[F-].[Cs+]>O.O1CCCC1.C1(C)C=CC=CC=1>[C:4]([O:45][C:42]1[CH:17]=[CH:18][C:9]([C@H:24]([C:12]2[C:13]([CH:21]([CH3:23])[CH3:22])=[N:14][C:15]3[CH2:16][C:17]([CH3:20])([CH3:19])[CH2:18][C@H:9]([O:8][Si:1]([C:4]([CH3:7])([CH3:6])[CH3:5])([CH3:3])[CH3:2])[C:10]=3[C:11]=2[C:30]2[CH2:29][CH2:28][O:27][CH2:32][CH:31]=2)[OH:25])=[CH:10][CH:15]=1)([CH3:7])([CH3:6])[CH3:5] |f:2.3.4,5.6,8.9|. Procedure details: Obtained by starting from (R)-(4-tert-butoxyphenyl)((S)-5-(tert-butyldimethylsilyloxy)-4-iodo-2-isopropyl-7,7-dimethyl-5,6,7,8-tetrahydroquinolin-3-ylmethanol and 2-(3,6-dihydro-2H-pyran-4-yl)-4,4,5,5-tetramethyl-1,3,2-dioxaborolane. A 2 M solution of caesium carbonate in water is used instead caesium fluoride. The reaction is run in tetrahydrofurane/toluene 5:1.